Dataset: the Open Reaction Database (ORD), a public repository of structured organic reaction records. Task: describe an organic reaction: reactants, conditions, products, and yield Reactants: Cl.C1NCCC2=CC=NC=C12 (1,2,3,4-tetrahydro-2,7-naphthyridine hydrochloride), FC1=CC=C(C=C1)[N+](=O)[O-] (4-fluoronitrobenzene), C([O-])([O-])=O.[K+].[K+] (potassium carbonate). Solvent: CN(C)C=O (DMF). Product: [N+](=O)([O-])C1=CC=C(C=C1)N1CC2=CN=CC=C2CC1 (2-(4-nitrophenyl)-1,2,3,4-tetrahydro-2,7-naphthyridine). The yield is 69.1%. As a reaction SMILES: Cl.[CH2:2]1[C:11]2[C:6](=[CH:7][CH:8]=[N:9][CH:10]=2)[CH2:5][CH2:4][NH:3]1.F[C:13]1[CH:18]=[CH:17][C:16]([N+:19]([O-:21])=[O:20])=[CH:15][CH:14]=1.C(=O)([O-])[O-].[K+].[K+]>CN(C=O)C>[N+:19]([C:16]1[CH:17]=[CH:18][C:13]([N:9]2[CH2:8][CH2:7][C:6]3[C:11](=[CH:2][N:3]=[CH:4][CH:5]=3)[CH2:10]2)=[CH:14][CH:15]=1)([O-:21])=[O:20] |f:0.1,3.4.5|. Procedure details: Commercially available 1,2,3,4-tetrahydro-2,7-naphthyridine hydrochloride (14.5 g; 0.085 moles), 4-fluoronitrobenzene (18.0 g; 0.13 moles) and potassium carbonate (37.5 g, 0.27 moles) in anhydrous DMF (100 mL) were heated at 80° C. for 18 hours, cooled and partitioned between ethyl acetate (500 mL) and water (1 L). The layers were separated and the aqueous layer re-extracted with ethyl acetate (300 mL). The combined organic layers were washed with water (400 mL), brine, dried over sodium sulfate... The reactants are C(C)(C)(C)OC(=O)N1C[C@H]([C@@H](CC1)C1=CC=C(C=C1)F)C(=O)O ((−)-(3S,4R)-4-(4-fluoro-phenyl)-piperidine-1,3-dicarboxylic acid 1-tert-butyl ester). The solvent is C1CCOC1 (THF), C1CCOC1 (THF). Run at temperature 0 celsius, time 15 minute. The product is C(C)(C)(C)OC(=O)N1C[C@H]([C@@H](CC1)C1=CC=C(C=C1)F)CO ((3S,4R)-4-(4-Fluoro-phenyl)-3-hydroxymethyl-piperidine-1-carboxylic acid tert-butyl ester). Isolated yield 96.5%. RXN SMILES: [C:1]([O:5][C:6]([N:8]1[CH2:13][CH2:12][C@@H:11]([C:14]2[CH:19]=[CH:18][C:17]([F:20])=[CH:16][CH:15]=2)[C@H:10]([C:21](O)=[O:22])[CH2:9]1)=[O:7])([CH3:4])([CH3:3])[CH3:2]>C1COCC1>[C:1]([O:5][C:6]([N:8]1[CH2:13][CH2:12][C@@H:11]([C:14]2[CH:19]=[CH:18][C:17]([F:20])=[CH:16][CH:15]=2)[C@H:10]([CH2:21][OH:22])[CH2:9]1)=[O:7])([CH3:4])([CH3:3])[CH3:2]. Procedure: To a solution of (−)-(3S,4R)-4-(4-fluoro-phenyl)-piperidine-1,3-dicarboxylic acid 1-tert-butyl ester (1.71 g, 5.29 mmol) in 35 ml THF was added a 2 M borane dimethylsulfide complex solution in THF (5.44 ml, 10.9 mmol) at 0° C. The mixture was stirred for 15 min at 0° C. and then at room temperature over night. After cooling to 0° C. the reaction was quenched by the addition of methanol. Stirring was continued until no evolution of gas was observed any more. The reaction mixture was diluted with ...